From a dataset of the Open Reaction Database (ORD), a public repository of structured organic reaction records. describe an organic reaction: reactants, conditions, products, and yield Starting materials: CC(C)(OC(=O)NN(C(C(C)(C)ON1C(C2=CC=CC=C2C1=O)=O)=O)C)C (2-[(1,3-dihydro-1,3-dioxo-2H-isoindol-2-yl)oxy]-2-methylpropanoic acid, 2-[(1,1-dimethylethoxy)carbonyl]-1-methylhydrazide), O.NN (hydrazine hydrate). Solvent: ClCCl (dichloromethane). Yields the product CC(C)(OC(=O)NN(C(C(C)(C)ON)=O)C)C (2-(Aminooxy)-2-methylpropanoic acid, 2-[(1,1-dimethylethoxy)carbonyl]-1-methylhydrazide), colorless solid. RXN SMILES: [CH3:1][C:2]([CH3:27])([O:4][C:5]([NH:7][N:8]([CH3:26])[C:9](=[O:25])[C:10]([O:13][N:14]1C(=O)C2C(=CC=CC=2)C1=O)([CH3:12])[CH3:11])=[O:6])[CH3:3].O.NN>ClCCl>[CH3:3][C:2]([CH3:27])([O:4][C:5]([NH:7][N:8]([CH3:26])[C:9](=[O:25])[C:10]([O:13][NH2:14])([CH3:11])[CH3:12])=[O:6])[CH3:1] |f:1.2|. Procedure details: A stirred solution of 2-[(1,3-dihydro-1,3-dioxo-2H-isoindol-2-yl)oxy]-2-methylpropanoic acid, 2-[(1,1-dimethylethoxy)carbonyl]-1-methylhydrazide (7.10 g, 19 mmole) in 50 ml of dichloromethane at 0° C. was treated dropwise with hydrazine hydrate (1.80 ml, 38 mmole). After 30 minutes the resulting slurry was filtered and the filtrate evaporated. The residue was crystallized from ether/petroleum ether to give the title compound as 3.3 g of a colorless solid, m.p. 85°-90° C. The reactants are ClC=1C=C(N)C=CC1I (3-chloro-4-iodoaniline), C(C=C)C1C(NCCC1)=O (3-Allylpiperidin-2-one). The product is C(C=C)C1C(N(CCC1)C1=C(C=C(C=C1)N)Cl)=O (3-Allyl-1-(4-amino-2-chlorophenyl)piperidin-2-one). RXN SMILES: [Cl:1][C:2]1[CH:3]=[C:4]([CH:6]=[CH:7][C:8]=1I)[NH2:5].[CH2:10]([CH:13]1[CH2:18][CH2:17][CH2:16][NH:15][C:14]1=[O:19])[CH:11]=[CH2:12]>>[CH2:10]([CH:13]1[CH2:18][CH2:17][CH2:16][N:15]([C:8]2[CH:7]=[CH:6][C:4]([NH2:5])=[CH:3][C:2]=2[Cl:1])[C:14]1=[O:19])[CH:11]=[CH2:12]. Procedure details: Analogously to the process described under example 93A, 6.00 g (23.7 mmol) of 3-chloro-4-iodoaniline and 4.11 g (29.6 mmol) of the compound from example 96A are used to obtain 1.57 g (25% of theory) of the title compound. The purification is effected by suction filtration using silica gel with 2:1→1:2 cyclohexane/ethyl acetate as the eluent. Starting materials: C=CCCOc1ccc(C#N)cc1, ClCCl, O=C(OO)c1cccc(Cl)c1. Yields the product N#Cc1ccc(OCCC2CO2)cc1. RXN SMILES: [CH2:1]([CH2:2][CH:3]=[CH2:4])[O:5][c:6]1[cH:7][cH:8][c:9]([C:10]#[N:11])[cH:12][cH:13]1.[Cl:25][CH2:26][Cl:27].[OH:14][O:15][C:16]([c:17]1[cH:18][c:19]([Cl:20])[cH:21][cH:22][cH:23]1)=[O:24]>>[CH2:1]([CH2:2][CH:3]1[CH2:4][O:14]1)[O:5][c:6]1[cH:7][cH:8][c:9]([C:10]#[N:11])[cH:12][cH:13]1. The product is C(#N)C=1C=NC(=NC1)C1=CC=C(C=C1)OCCCC (5-cyano-2-(4-n-butoxyphenyl)-pyrimidine). Reactants: P(=O)(Cl)(Cl)Cl (phosphorus oxychloride), Cl.C(CCC)OC1=CC=C(C(=N)N)C=C1 (p-n-butoxybenzamidine hydrochloride), C(C)OC(=O)C=1C(=NC(=NC1)C1=CC=C(C=C1)OCCCC)O (2-(p-n-butoxyphenyl)-4-hydroxy-5-pyrimidinecarboxylic acid ethyl ester), C(C)OC(C(C(=O)OCC)=COCC)=O (ethoxymethylenemalonic acid diethyl ester), CC[O-].[Na+] (sodium ethylate), C(C)OC(=O)C=1C(=NC(=NC1)C1=CC=C(C=C1)OCCCC)Cl (2-(p-n-butoxyphenyl)-4-chloro-5-pyrimidinecarboxylic acid ethyl ester). Reported procedure: The starting material can be obtained according to the procedure of A. R. Todd and F. Bergel, J. Chem. Soc. 1937, 366 from a p-n-butoxybenzamidine hydrochloride and ethoxymethylenemalonic acid diethyl ester with sodium ethylate in ethanol and subsequent treatment of the obtained 2-(p-n-butoxyphenyl)-4-hydroxy-5-pyrimidinecarboxylic acid ethyl ester (melting point 219.0°-220.0° C) with phosphorus oxychloride. The melting point of 2-(p-n-butoxyphenyl)-4-chloro-5-pyrimidinecarboxylic acid ethyl est... RXN SMILES: Cl.[CH2:2]([O:6][C:7]1[CH:15]=[CH:14][C:10]([C:11]([NH2:13])=[NH:12])=[CH:9][CH:8]=1)[CH2:3][CH2:4][CH3:5].C(OC(=O)C(=COCC)C(OCC)=O)C.CC[O-].[Na+].C(O[C:38]([C:40]1[C:41](O)=[N:42]C(C2C=CC(OCCCC)=CC=2)=N[CH:45]=1)=O)C.P(Cl)(Cl)(Cl)=O.C(OC(C1C(Cl)=NC(C2C=CC(OCCCC)=CC=2)=NC=1)=O)C>C(O)C>[C:41]([C:40]1[CH:38]=[N:12][C:11]([C:10]2[CH:14]=[CH:15][C:7]([O:6][CH2:2][CH2:3][CH2:4][CH3:5])=[CH:8][CH:9]=2)=[N:13][CH:45]=1)#[N:42] |f:0.1,3.4|. Solvent: C(C)O (ethanol).